Task: describe an organic reaction: reactants, conditions, products, and yield. Dataset: the Open Reaction Database (ORD), a public repository of structured organic reaction records The reactants are C1CCOC1, CI, CCOC(C)=O, OCc1cc(Cl)nc(Cl)c1, [H-], [Na+]. The product is COCc1cc(Cl)nc(Cl)c1. Reaction SMILES: [CH2:21]1[O:22][CH2:23][CH2:24][CH2:25]1.[CH3:13][I:14].[CH3:15][CH2:16][O:17][C:18](=[O:19])[CH3:20].[Cl:1][c:2]1[n:3][c:4]([Cl:10])[cH:5][c:6]([CH2:8][OH:9])[cH:7]1.[H-:11].[Na+:12]>>[Cl:1][c:2]1[n:3][c:4]([Cl:10])[cH:5][c:6]([CH2:8][O:9][CH3:15])[cH:7]1. Starting materials: C(C1=CC=CC=C1)OC=1C=C(C(=O)O)C=C(C1C1=CC=CC=C1)[N+](=O)[O-] (3-benzyloxy-5-nitro-4-phenylbenzoic acid), [N+](=O)([O-])C=1C(=C(C=C(C(=O)O)C1)OCCC)C1=CC=CC=C1 (5-nitro-4-phenyl-3-n-propoxybenzoic acid). Yields the product NC=1C(=C(C=C(C(=O)O)C1)OCCC)C1=CC=CC=C1 (5-amino-4-phenyl-3-n-propoxybenzoic acid). Reaction SMILES: [CH2:1]([O:8][C:9]1[CH:10]=[C:11]([CH:15]=[C:16]([N+:24]([O-])=O)[C:17]=1[C:18]1[CH:23]=[CH:22][CH:21]=[CH:20][CH:19]=1)[C:12]([OH:14])=[O:13])[C:2]1C=CC=C[CH:3]=1.[N+](C1C(C2C=CC=CC=2)=C(OCCC)C=C(C=1)C(O)=O)([O-])=O>>[NH2:24][C:16]1[C:17]([C:18]2[CH:23]=[CH:22][CH:21]=[CH:20][CH:19]=2)=[C:9]([O:8][CH2:1][CH2:2][CH3:3])[CH:10]=[C:11]([CH:15]=1)[C:12]([OH:14])=[O:13]. Procedure: By replacing in Example 2, step D, 3-benzyloxy-5-nitro-4-phenylbenzoic acid with 5-nitro-4-phenyl-3-n-propoxybenzoic acid, and following the procedure described, 5-amino-4-phenyl-3-n-propoxybenzoic acid is obtained with a melting point of 101°-102° C. The reactants are CCOc1ccc(-c2nc(-c3ccc(NC(C)=O)c(C(=O)[O-])c3)cs2)cc1OCC, [K+], [K+], [OH-], O. Product: CCOc1ccc(-c2nc(-c3ccc(N)c(C(=O)O)c3)cs2)cc1OCC. As a reaction SMILES: [CH2:1]([CH3:2])[O:3][c:4]1[cH:5][c:6](-[c:13]2[s:14][cH:15][c:16](-[c:18]3[cH:19][c:20]([C:21](=[O:22])[O-:23])[c:24]([NH:27][C:28](=[O:29])[CH3:30])[cH:25][cH:26]3)[n:17]2)[cH:7][cH:8][c:9]1[O:10][CH2:11][CH3:12].[K+:31].[K+:34].[OH-:33].[OH2:32]>>[CH2:1]([CH3:2])[O:3][c:4]1[cH:5][c:6](-[c:13]2[s:14][cH:15][c:16](-[c:18]3[cH:19][c:20]([C:21](=[O:22])[OH:23])[c:24]([NH2:27])[cH:25][cH:26]3)[n:17]2)[cH:7][cH:8][c:9]1[O:10][CH2:11][CH3:12]. The reactants are CN1C2C(CC1)N(CC2)C2=CC=C(C=C2)[N+](=O)[O-] (1-Methyl-4-(4-nitrophenyl)octahydropyrrolo[3,2-b]pyrrole). Reagents/catalysts: [Pd] (palladium on carbon). The solvent is CO (methanol). The product is CN1CCC2N(CCC21)C2=CC=C(C=C2)N (4-(4-Methylhexahydropyrrolo[3,2-b]pyrrol-1-yl)phenylamine). Reaction SMILES: [CH3:1][N:2]1[CH2:6][CH2:5][CH:4]2[N:7]([C:10]3[CH:15]=[CH:14][C:13]([N+:16]([O-])=O)=[CH:12][CH:11]=3)[CH2:8][CH2:9][CH:3]12>CO.[Pd]>[CH3:1][N:2]1[CH:3]2[CH:4]([N:7]([C:10]3[CH:15]=[CH:14][C:13]([NH2:16])=[CH:12][CH:11]=3)[CH2:8][CH2:9]2)[CH2:5][CH2:6]1. Reported procedure: 1-Methyl-4-(4-nitrophenyl)octahydropyrrolo[3,2-b]pyrrole was hydrogenated by method B using methanol as solvent and palladium on carbon (5%) as catalyst. The product with the molecular weight of 217.32 (C13H19N3); MS (ESI): 218 (M+H+) was obtained in this way. The reactants are C(=O)O (Formic acid), ClS(=O)(=O)N=C=O (chlorosulfonyl isocyanate), CC(CCO)CC (3-methylpentan-1-ol), N1=CC=CC=C1 (pyridine). Solvent: ClCCl (dichloromethane), O (water), CCOC(=O)C (EtOAc), ClCCl (Dichloromethane). Run at temperature 0 celsius, time 5 minute. The product is S(N)(OCCC(CC)C)(=O)=O (3-methylpentyl sulfamate). RXN SMILES: C(O)=O.Cl[S:5]([N:8]=C=O)(=[O:7])=[O:6].[CH3:11][CH:12]([CH2:16][CH3:17])[CH2:13][CH2:14][OH:15].N1C=CC=CC=1>ClCCl.O.CCOC(C)=O>[S:5](=[O:6])(=[O:7])([O:15][CH2:14][CH2:13][CH:12]([CH3:11])[CH2:16][CH3:17])[NH2:8]. Procedure: Formic acid (65 mL, 17.2 mmol) was added dropwise to neat chlorosulfonyl isocyanate (1.5 mL, 17.2 mmol) at 0° C. with rapid stirring. Vigorous gas evolution was observed during the addition process. The resulting viscous suspension was stirred for 5 min at 0° C. during which time the mixture solidified. Dichloromethane (9 mL) was added and the solution was stirred for 1 h at 0° C. then 8 h at 25° C. The reaction mixture was cooled to 0° C. and a solution of 3-methylpentan-1-ol (11.5 mmol) and py... Reactants: O1C2C(OC3=C(C21)C=C(C=C3)C#N)(C)C (3,4-epoxy-3,4-dihydro-2,2-dimethyl-2H-1-benzopyran-6-carbonitrile), C(#N)N=C1SCCN1 (2-cyanoiminothiazolidine). Run in N1=CC=CC=C1 (pyridine). Reaction conditions: temperature 100 celsius. Product: C(#N)N=C1SCCN1[C@H]1[C@@H](C(OC2=C1C=C(C=C2)C#N)(C)C)O (trans-4-(2-cyanoiminothiazolidin-3-yl)-3,4-dihydro-3-hydroxy-2,2-dimethyl-2H-1-benzopyran-6-carbonitrile). Isolated yield 56.5%. As a reaction SMILES: [O:1]1[CH:7]2[CH:2]1[C:3]([CH3:15])([CH3:14])[O:4][C:5]1[CH:11]=[CH:10][C:9]([C:12]#[N:13])=[CH:8][C:6]=12.[C:16]([N:18]=[C:19]1[NH:23][CH2:22][CH2:21][S:20]1)#[N:17]>N1C=CC=CC=1>[C:16]([N:18]=[C:19]1[N:23]([C@@H:7]2[C:6]3[CH:8]=[C:9]([C:12]#[N:13])[CH:10]=[CH:11][C:5]=3[O:4][C:3]([CH3:15])([CH3:14])[C@H:2]2[OH:1])[CH2:22][CH2:21][S:20]1)#[N:17]. Procedure details: A mixture of 3,4-epoxy-3,4-dihydro-2,2-dimethyl-2H-1-benzopyran-6-carbonitrile (0.51 g), 2-cyanoiminothiazolidine (0.64 g) and pyridine (4.1 ml) was heated at 100° C. for 1.5 hours. Pyridine was removed under reduced pressure. The residue was diluted with ethyl acetate (20 ml). The solution was washed with water (20 ml and 15 ml), 5% aqueous hydrochloric acid (15 ml×2) and saturated aqueous sodium chloride (15 ml) successively, treated with charcoal, and then dried over anhydrous magnesium sulfa... Reactants: O=C([O-])[O-], C1CCOC1, CN, ClCCl, COc1ccc([N+](=O)[O-])c(F)c1, [K+], [K+], O. The product is CNc1cc(OC)ccc1[N+](=O)[O-]. RXN SMILES: [C:15](=[O:16])([O-:17])[O-:18].[CH2:22]1[O:23][CH2:24][CH2:25][CH2:26]1.[CH3:1][NH2:2].[Cl:27][CH2:28][Cl:29].[F:3][c:4]1[cH:5][c:6]([O:13][CH3:14])[cH:7][cH:8][c:9]1[N+:10](=[O:11])[O-:12].[K+:19].[K+:20].[OH2:21]>>[CH3:1][NH:2][c:4]1[cH:5][c:6]([O:13][CH3:14])[cH:7][cH:8][c:9]1[N+:10](=[O:11])[O-:12]. The reactants are CC(=O)Cl, COc1ccc2c(c1)c(CC(=O)NCCCNC1CCCCC1)c(C)n2C(=O)c1ccc(Cl)cc1, CCN(C(C)C)C(C)C, ClCCl. Product: COc1ccc2c(c1)c(CC(=O)NCCC(NC1CCCCC1)C(C)=O)c(C)n2C(=O)c1ccc(Cl)cc1. RXN SMILES: [CH3:45][C:46]([Cl:47])=[O:48].[CH:1]1([NH:7][CH2:8][CH2:9][CH2:10][NH:11][C:12]([CH2:13][c:14]2[c:15]([CH3:34])[n:16]([C:25]([c:26]3[cH:27][cH:28][c:29]([Cl:32])[cH:30][cH:31]3)=[O:33])[c:17]3[cH:18][cH:19][c:20]([O:23][CH3:24])[cH:21][c:22]23)=[O:35])[CH2:2][CH2:3][CH2:4][CH2:5][CH2:6]1.[CH:36]([N:37]([CH:38]([CH3:39])[CH3:40])[CH2:41][CH3:42])([CH3:43])[CH3:44].[Cl:49][CH2:50][Cl:51]>>[CH:1]1([NH:7][CH:8]([CH2:9][CH2:10][NH:11][C:12]([CH2:13][c:14]2[c:15]([CH3:34])[n:16]([C:25]([c:26]3[cH:27][cH:28][c:29]([Cl:32])[cH:30][cH:31]3)=[O:33])[c:17]3[cH:18][cH:19][c:20]([O:23][CH3:24])[cH:21][c:22]23)=[O:35])[C:46]([CH3:45])=[O:48])[CH2:2][CH2:3][CH2:4][CH2:5][CH2:6]1.